This data is from the Open Reaction Database (ORD), a public repository of structured organic reaction records. The task is: describe an organic reaction: reactants, conditions, products, and yield Reactants: ClC1=C(C(=NC=N1)N[C@@H]1C[C@H](C1)NC1=NC2=CC=CC=C2C=N1)N (6-chloro-N4-(trans-3-(quinazolin-2-ylamino)cyclobutyl)pyrimidine-4,5-diamine), O1CCOCC1 (dioxane), COC(=O)C1=CC=C(C=C1)B(O)O ((4-methoxycarbonylphenyl)boronic acid), C([O-])([O-])=O.[K+].[K+] (potassium carbonate). The reagents and catalysts are C=1C=CC(=CC1)[P](C=2C=CC=CC2)(C=3C=CC=CC3)[Pd]([P](C=4C=CC=CC4)(C=5C=CC=CC5)C=6C=CC=CC6)([P](C=7C=CC=CC7)(C=8C=CC=CC8)C=9C=CC=CC9)[P](C=1C=CC=CC1)(C=1C=CC=CC1)C=1C=CC=CC1 (tetrakis(triphenylphosphine)palladium). Solvent: O (water). Conditions: temperature 120 celsius. The product is NC=1C(=NC=NC1N[C@@H]1C[C@H](C1)NC1=NC2=CC=CC=C2C=N1)C1=CC=C(C(=O)OC)C=C1 (methyl 4-(5-amino-6-((trans-3-(quinazolin-2-ylamino)cyclobutyl)amino)pyrimidin-4-yl)benzoate). Yield: 66.7%. As a reaction SMILES: Cl[C:2]1[N:7]=[CH:6][N:5]=[C:4]([NH:8][C@H:9]2[CH2:12][C@H:11]([NH:13][C:14]3[N:23]=[CH:22][C:21]4[C:16](=[CH:17][CH:18]=[CH:19][CH:20]=4)[N:15]=3)[CH2:10]2)[C:3]=1[NH2:24].[CH3:25][O:26][C:27]([C:29]1[CH:34]=[CH:33][C:32](B(O)O)=[CH:31][CH:30]=1)=[O:28].C(=O)([O-])[O-].[K+].[K+].O1CCOCC1>C1C=CC([P]([Pd]([P](C2C=CC=CC=2)(C2C=CC=CC=2)C2C=CC=CC=2)([P](C2C=CC=CC=2)(C2C=CC=CC=2)C2C=CC=CC=2)[P](C2C=CC=CC=2)(C2C=CC=CC=2)C2C=CC=CC=2)(C2C=CC=CC=2)C2C=CC=CC=2)=CC=1.O>[NH2:24][C:3]1[C:2]([C:32]2[CH:33]=[CH:34][C:29]([C:27]([O:26][CH3:25])=[O:28])=[CH:30][CH:31]=2)=[N:7][CH:6]=[N:5][C:4]=1[NH:8][C@H:9]1[CH2:12][C@H:11]([NH:13][C:14]2[N:23]=[CH:22][C:21]3[C:16](=[CH:17][CH:18]=[CH:19][CH:20]=3)[N:15]=2)[CH2:10]1 |f:2.3.4,^1:53,55,74,93|. Reported procedure: 6-chloro-N4-(trans-3-(quinazolin-2-ylamino)cyclobutyl)pyrimidine-4,5-diamine (from example 13 step 2, 0.045 g, 0.132 mmol), tetrakis(triphenylphosphine)palladium (0.015 g, 0.013 mmol), (4-methoxycarbonylphenyl)boronic acid (0.036 g, 0.197 mmol), and potassium carbonate (0.073 g, 0.527 mmol) were combined with dioxane (2 mL) and water (0.5 mL) and sealed in a vial under argon. The reaction was heated at 120° C. for 25 minutes in the microwave. The crude product was partitioned between water (100 ... Reactants: C([O-])(O)=O.[Na+] (sodium bicarbonate), C(=O)N (formamide), BrC(C(C)=O)C1=CC=C(C#N)C=C1 (4-(1-bromo-2-oxopropyl)benzonitrile). Solvent: ClCCl (dichloromethane). The product is C(#N)C1=CC=C(C=C1)C1=C(N=CO1)C (5-(4-Cyanophenyl)-4-methyloxazole). Yield: 63.9%. Reaction SMILES: [CH:1]([NH2:3])=[O:2].Br[CH:5]([C:9]1[CH:16]=[CH:15][C:12]([C:13]#[N:14])=[CH:11][CH:10]=1)[C:6](=O)[CH3:7].C(=O)(O)[O-].[Na+]>ClCCl>[C:13]([C:12]1[CH:15]=[CH:16][C:9]([C:5]2[O:2][CH:1]=[N:3][C:6]=2[CH3:7])=[CH:10][CH:11]=1)#[N:14] |f:2.3|. Reported procedure: A stirred, two-phase mixture of formamide (0.6 ml, 15 mmol) and 4-(1-bromo-2-oxopropyl)benzonitrile (0.8 g, 3.4 mmol) was heated to 120° for 2 hours. After cooling, dichloromethane (15 ml) and saturated aqueous sodium bicarbonate (10 ml) were added, the organic phase was separated, dried (magnesium sulphate) and the solvent removed under reduced pressure to yield 0.4 g of an amorphous yellow solid. The product was purified by silica gel chromatography, eluting with dichloromethane to yield the t... Starting materials: CCOC(=O)N=NC(=O)OCC, C1CCOC1, O=C1NC(=O)c2ccccc21, O=C(C=Cc1cccnc1)NCCCCO. Yields the product O=C(C=Cc1cccnc1)NCCCCN1C(=O)c2ccccc2C1=O. Reaction SMILES: [CH2:28]([O:29][C:30]([N:31]=[N:32][C:33]([O:34][CH2:35][CH3:36])=[O:37])=[O:38])[CH3:39].[CH2:40]1[O:41][CH2:42][CH2:43][CH2:44]1.[O:17]=[C:18]1[NH:19][C:20](=[O:21])[c:22]2[cH:23][cH:24][cH:25][cH:26][c:27]21.[OH:1][CH2:2][CH2:3][CH2:4][CH2:5][NH:6][C:7]([CH:8]=[CH:9][c:10]1[cH:11][n:12][cH:13][cH:14][cH:15]1)=[O:16]>>[CH2:2]([CH2:3][CH2:4][CH2:5][NH:6][C:7]([CH:8]=[CH:9][c:10]1[cH:11][n:12][cH:13][cH:14][cH:15]1)=[O:16])[N:19]1[C:18](=[O:17])[c:27]2[c:22]([cH:23][cH:24][cH:25][cH:26]2)[C:20]1=[O:21].